This data is from the Open Reaction Database (ORD), a public repository of structured organic reaction records. The task is: describe an organic reaction: reactants, conditions, products, and yield Reactants: ClC1=CC=C(C=C1)C1(CCCC1)C(=O)O (1-(4-chloro phenyl)cyclopentanecarboxylic acid), NCCCN1CCC(CC1)C=1C=C(C=CC1)NC(C(C)C)=O (N-{3-[1-(3-aminopropyl)-4-piperidinyl]phenyl}-2-methylpropanamide). Yields the product ClC1=CC=C(C=C1)C1(CCCC1)C(=O)NCCCN1CCC(CC1)C1=CC(=CC=C1)NC(C(C)C)=O (1-(4-CHLOROPHENYL)-N-(3-{4-[3-(ISOBUTYRYLAMINO)PHENYL]-1-PIPERIDINYL}PROPYL)CYCLOPENTANECARBOXAMIDE). RXN SMILES: [Cl:1][C:2]1[CH:7]=[CH:6][C:5]([C:8]2([C:13]([OH:15])=O)[CH2:12][CH2:11][CH2:10][CH2:9]2)=[CH:4][CH:3]=1.[NH2:16][CH2:17][CH2:18][CH2:19][N:20]1[CH2:25][CH2:24][CH:23]([C:26]2[CH:27]=[C:28]([NH:32][C:33](=[O:37])[CH:34]([CH3:36])[CH3:35])[CH:29]=[CH:30][CH:31]=2)[CH2:22][CH2:21]1>>[Cl:1][C:2]1[CH:3]=[CH:4][C:5]([C:8]2([C:13]([NH:16][CH2:17][CH2:18][CH2:19][N:20]3[CH2:25][CH2:24][CH:23]([C:26]4[CH:31]=[CH:30][CH:29]=[C:28]([NH:32][C:33](=[O:37])[CH:34]([CH3:35])[CH3:36])[CH:27]=4)[CH2:22][CH2:21]3)=[O:15])[CH2:9][CH2:10][CH2:11][CH2:12]2)=[CH:6][CH:7]=1. Reported procedure: Example 31 was prepared from 1-(4-chloro phenyl)cyclopentanecarboxylic acid and N-{3-[1-(3-aminopropyl)-4-piperidinyl]phenyl}-2-methylpropanamide according to the procedures described in Scheme 9: 1H NMR (400 MHz, CDCl3) δ 7.45–7.42 (m, 1H), 7.33–7.24 (m, 7H), 6.94 (d, 1H, J=7.1 Hz), 6.58–6.52 (m, 1H), 3.26 (q, 2H, J=6.1 Hz), 2.90 (d, 2H, J=10.8 Hz), 2.56–2.40 (m, 4H), 2.29 (t, 2H, J=6.3 Hz), 2.03–1.87 (m, 6H), 1.83–1.76 (m, 4H), 1.60 (dd, 4H, J=6.8, 4.6 Hz), 1.25 (d, 6H, J=6.8 Hz); ESMS m/e: 51...